This data is from the Open Reaction Database (ORD), a public repository of structured organic reaction records. The task is: describe an organic reaction: reactants, conditions, products, and yield Reactants: C(C)(=O)OCC (ethyl acetate), COC(C1=C(C=C(C=C1I)Cl)CBr)=O (4-chloro-2-bromomethyl-6-iodo-benzoic acid methyl ester), COC1=CC=C(CN)C=C1 (4-methoxy-benzylamine), C(=O)([O-])[O-].[K+].[K+] (K2CO3). The solvent is C1(=CC=CC=C1)C (toluene), CCCCCC (hexane). Conditions: temperature 100 celsius, time 2 hour. The product is ClC=1C=C2CN(C(C2=C(C1)I)=O)CC1=CC=C(C=C1)OC (5-chloro-7-iodo-2-(4-methoxy-benzyl)-2,3-dihydro-isoindol-1-one). Isolated yield 26.8%. Reaction SMILES: CO[C:3](=[O:14])[C:4]1[C:9]([I:10])=[CH:8][C:7]([Cl:11])=[CH:6][C:5]=1[CH2:12]Br.[CH3:15][O:16][C:17]1[CH:24]=[CH:23][C:20]([CH2:21][NH2:22])=[CH:19][CH:18]=1.C([O-])([O-])=O.[K+].[K+].C(OCC)(=O)C>C1(C)C=CC=CC=1.CCCCCC>[Cl:11][C:7]1[CH:6]=[C:5]2[C:4](=[C:9]([I:10])[CH:8]=1)[C:3](=[O:14])[N:22]([CH2:21][C:20]1[CH:23]=[CH:24][C:17]([O:16][CH3:15])=[CH:18][CH:19]=1)[CH2:12]2 |f:2.3.4|. Reported procedure: A mixture of 4-chloro-2-bromomethyl-6-iodo-benzoic acid methyl ester (0.389 g, 1.0 mmol), 4-methoxy-benzylamine (0.169 mL, 1.2 mmol), and K2CO3 (0.276 g, 2.0 mmol) in toluene (5 mL) was heated with stirring at 100° C. for 2 h. Workup and silica gel column chromatography of the product using 30% ethyl acetate in hexane afforded 5-chloro-7-iodo-2-(4-methoxy-benzyl)-2,3-dihydro-isoindol-1-one (0.111 g, 27%). 1H NMR (300 MHz, CDCl3): δ (ppm) 3.79 (s, 3H), 4.12 (s, 2H), 4.71 (s, 2H) 6.86 (d, 2H), 7.2... The reactants are [H-].[Na+] (sodium hydride), N1C(=CC2=CC=CC=C12)C(=O)OC (Methyl indole-2-carboxylate), ClC=1C=C(C=CC1Cl)S(=O)(=O)Cl (3,4-dichlorobenzenesulphonyl chloride). The solvent is CN(C)C=O (DMF). Reaction conditions: time 1 hour. The product is ClC=1C=C(C=CC1Cl)S(=O)(=O)N1C(=CC2=CC=CC=C12)C(=O)OC (Methyl N-(3,4-dichlorophenylsulphonyl)indole-2-carboxylate). Yield: 51.0%. Reaction SMILES: [NH:1]1[C:9]2[C:4](=[CH:5][CH:6]=[CH:7][CH:8]=2)[CH:3]=[C:2]1[C:10]([O:12][CH3:13])=[O:11].[H-].[Na+].[Cl:16][C:17]1[CH:18]=[C:19]([S:24](Cl)(=[O:26])=[O:25])[CH:20]=[CH:21][C:22]=1[Cl:23]>CN(C=O)C>[Cl:16][C:17]1[CH:18]=[C:19]([S:24]([N:1]2[C:9]3[C:4](=[CH:5][CH:6]=[CH:7][CH:8]=3)[CH:3]=[C:2]2[C:10]([O:12][CH3:13])=[O:11])(=[O:25])=[O:26])[CH:20]=[CH:21][C:22]=1[Cl:23] |f:1.2|. Procedure details: Methyl indole-2-carboxylate (0.15 g) was dissolved in DMF and sodium hydride (41 mg) was added in a single portion. The reaction was stirred for 1 hour, then 3,4-dichlorobenzenesulphonyl chloride (0.25 g) was added in a single portion. Stirring was continued for a further 2 hours and then the reaction was quenched by the addition of water. The reaction mixture was partitioned between water and ethyl acetate. Combined organic extracts were dried (MgSO4) and concentrated in vacuo and the residue p...